Dataset: the Open Reaction Database (ORD), a public repository of structured organic reaction records. Task: describe an organic reaction: reactants, conditions, products, and yield The reactants are O (water), ClCC=1C=C(C=CC1)CC(C#N)(SC1=CC=C(C=C1)C)C1=CC(=C(C=C1)OC)OC (3-(chloromethyl)-α-(3,4-dimethoxyphenyl)-α-[(4-methylphenyl)thio]benzene propane nitrile), COC=1C=C2CCNCC2=CC1OC (6,7-dimethoxy-1,2,3,4tetrahydroisoquinoline), C([O-])([O-])=O.[K+].[K+] (potassium carbonate). The solvent is CN(C=O)C (N,N-dimethylformamide). Run at temperature 85 celsius. Yields the product COC=1C=C2CCN(CC2=CC1OC)C=1C=C(C=CC1)CC(C#N)(SC1=CC=C(C=C1)C)C1=CC(=C(C=C1)OC)OC (3-(3,4-Dihydro-6,7-dimethoxy-2(1H)-isoquinolinyl)-α-(3,4-dimethoxyphenyl)-α-[(4-methylphenyl)thio]benzenepropanenitrile). Yield: 65.8%. Reaction SMILES: ClC[C:3]1[CH:4]=[C:5]([CH2:9][C:10]([C:21]2[CH:26]=[CH:25][C:24]([O:27][CH3:28])=[C:23]([O:29][CH3:30])[CH:22]=2)([S:13][C:14]2[CH:19]=[CH:18][C:17]([CH3:20])=[CH:16][CH:15]=2)[C:11]#[N:12])[CH:6]=[CH:7][CH:8]=1.[CH3:31][O:32][C:33]1[CH:34]=[C:35]2[C:40](=[CH:41][C:42]=1[O:43][CH3:44])[CH2:39][NH:38][CH2:37][CH2:36]2.C(=O)([O-])[O-].[K+].[K+].O>CN(C)C=O>[CH3:31][O:32][C:33]1[CH:34]=[C:35]2[C:40](=[CH:41][C:42]=1[O:43][CH3:44])[CH2:39][N:38]([C:3]1[CH:4]=[C:5]([CH2:9][C:10]([C:21]3[CH:26]=[CH:25][C:24]([O:27][CH3:28])=[C:23]([O:29][CH3:30])[CH:22]=3)([S:13][C:14]3[CH:15]=[CH:16][C:17]([CH3:20])=[CH:18][CH:19]=3)[C:11]#[N:12])[CH:6]=[CH:7][CH:8]=1)[CH2:37][CH2:36]2 |f:2.3.4|. Procedure: A mixture of 0.21 g of 3-(chloromethyl)-α-(3,4-dimethoxyphenyl)-α-[(4-methylphenyl)thio]benzene propane nitrile, 0.091 g of 6,7-dimethoxy-1,2,3,4tetrahydroisoquinoline and 0.3 g of anhydrous potassium carbonate in 2.0 mL of N,N-dimethylformamide is heated at 85° C. for 4 hours, cooled, poured into water and extracted with ethyl acetate. The ethyl acetate extract is washed with brine, dried and filtered. The filtrate is evaporated in vacuo to yield an oil. This oil is purified by flash chromatogr... Reactants: O=C([O-])[O-], OB(O)c1ccc(F)cc1, [K+], [K+], Nc1nc(OCC(F)(F)F)c2nc(Cl)ccc2n1, C1COCCO1, O, c1ccc(P(c2ccccc2)(c2ccccc2)[Pd](P(c2ccccc2)(c2ccccc2)c2ccccc2)(P(c2ccccc2)(c2ccccc2)c2ccccc2)P(c2ccccc2)(c2ccccc2)c2ccccc2)cc1. Yields the product Nc1nc(OCC(F)(F)F)c2nc(-c3ccc(F)cc3)ccc2n1. RXN SMILES: [C:29](=[O:30])([O-:31])[O-:32].[F:19][c:20]1[cH:21][cH:22][c:23]([B:26]([OH:27])[OH:28])[cH:24][cH:25]1.[K+:33].[K+:34].[NH2:1][c:2]1[n:3][c:4]([O:13][CH2:14][C:15]([F:16])([F:17])[F:18])[c:5]2[c:6]([n:7]1)[cH:8][cH:9][c:10]([Cl:12])[n:11]2.[O:35]1[CH2:36][CH2:37][O:38][CH2:39][CH2:40]1.[OH2:41].[cH:42]1[cH:43][cH:44][c:45]([P:46]([Pd:47]([P:48]([c:49]2[cH:50][cH:51][cH:52][cH:53][cH:54]2)([c:55]2[cH:56][cH:57][cH:58][cH:59][cH:60]2)[c:61]2[cH:62][cH:63][cH:64][cH:65][cH:66]2)([P:67]([c:68]2[cH:69][cH:70][cH:71][cH:72][cH:73]2)([c:74]2[cH:75][cH:76][cH:77][cH:78][cH:79]2)[c:80]2[cH:81][cH:82][cH:83][cH:84][cH:85]2)[P:86]([c:87]2[cH:88][cH:89][cH:90][cH:91][cH:92]2)([c:93]2[cH:94][cH:95][cH:96][cH:97][cH:98]2)[c:99]2[cH:100][cH:101][cH:102][cH:103][cH:104]2)([c:105]2[cH:106][cH:107][cH:108][cH:109][cH:110]2)[c:111]2[cH:112][cH:113][cH:114][cH:115][cH:116]2)[cH:117][cH:118]1>>[NH2:1][c:2]1[n:3][c:4]([O:13][CH2:14][C:15]([F:16])([F:17])[F:18])[c:5]2[c:6]([n:7]1)[cH:8][cH:9][c:10](-[c:23]1[cH:22][cH:21][c:20]([F:19])[cH:25][cH:24]1)[n:11]2.